From a dataset of the Open Reaction Database (ORD), a public repository of structured organic reaction records. describe an organic reaction: reactants, conditions, products, and yield The reactants are OCC1OC(O)C(O)C(O)C1O, OCC1OC(O)C(O)C(O)C1O, OCC(O)C1OC(O)C(O)C1O, OCC(O)C1OC(O)C(O)C1O. The product is O=CC(O)C(O)C(O)C(O)CO. RXN SMILES: [OH:13][CH:14]1[O:15][CH:16]([CH2:17][OH:18])[CH:19]([OH:20])[CH:21]([OH:22])[CH:23]1[OH:24].[OH:1][CH:2]1[CH:3]([OH:4])[CH:5]([OH:6])[CH:7]([OH:8])[CH:9]([CH2:11][OH:12])[O:10]1.[OH:25][CH:26]1[O:27][CH:28]([CH:29]([CH2:30][OH:31])[OH:32])[CH:33]([OH:34])[CH:35]1[OH:36].[OH:37][CH:38]1[O:39][CH:40]([CH:41]([CH2:42][OH:43])[OH:44])[CH:45]([OH:46])[CH:47]1[OH:48]>>[O:1]=[CH:2][CH:3]([OH:4])[CH:5]([OH:6])[CH:7]([OH:8])[CH:9]([OH:10])[CH2:11][OH:12]. The reactants are OBO, O=C(O)c1ccc(OCc2ccc(Br)cc2)cc1O, CC(=O)c1ccccc1, O=C([O-])[O-], COCOC, [Na+], [Na+], O. Yields the product CC(=O)c1cccc(-c2ccc(COc3ccc(C(=O)O)c(O)c3)cc2)c1. Reaction SMILES: [BH:20]([OH:21])[OH:22].[Br:1][c:2]1[cH:3][cH:4][c:5]([CH2:6][O:7][c:8]2[cH:9][c:10]([OH:17])[c:11]([C:12](=[O:13])[OH:14])[cH:15][cH:16]2)[cH:18][cH:19]1.[C:23]([CH3:24])(=[O:25])[c:26]1[cH:27][cH:28][cH:29][cH:30][cH:31]1.[C:32](=[O:33])([O-:34])[O-:35].[CH3:38][O:39][CH2:40][O:41][CH3:42].[Na+:36].[Na+:37].[OH2:43]>>[c:2]1(-[c:30]2[cH:29][cH:28][cH:27][c:26]([C:23]([CH3:24])=[O:25])[cH:31]2)[cH:3][cH:4][c:5]([CH2:6][O:7][c:8]2[cH:9][c:10]([OH:17])[c:11]([C:12](=[O:13])[OH:14])[cH:15][cH:16]2)[cH:18][cH:19]1. Starting materials: ClC1=C(C=CC=C1)C1=C(N=C(O1)I)C(=O)OC (methyl 5-(2-chlorophenyl)-2-iodo-1,3-oxazole-4-carboxylate), CC=1C(=CC(=NC1)NC(C)=O)[Sn](C)(C)C (N-[5-methyl-4-(trimethylstannyl)pyridine-2-yl]acetamide), [Cl-].[Li+] (lithium chloride). The reagents and catalysts are C=1C=CC(=CC1)[P](C=2C=CC=CC2)(C=3C=CC=CC3)[Pd]([P](C=4C=CC=CC4)(C=5C=CC=CC5)C=6C=CC=CC6)([P](C=7C=CC=CC7)(C=8C=CC=CC8)C=9C=CC=CC9)[P](C=1C=CC=CC1)(C=1C=CC=CC1)C=1C=CC=CC1 (tetrakis(triphenylphosphine)palladium(0)), [Cu]I (copper(I) iodide). The solvent is O1CCOCC1 (1,4-dioxane). Reaction conditions: temperature 100 celsius, time 2 hour. Product: C(C)(=O)NC1=NC=C(C(=C1)C=1OC(=C(N1)C(=O)OC)C1=C(C=CC=C1)Cl)C (methyl 2-[2-(acetylamino)-5-methylpyridin-4-yl]-5-(2-chlorophenyl)-1,3-oxazole-4-carboxylate). Isolated yield 71.8%. RXN SMILES: [Cl:1][C:2]1[CH:7]=[CH:6][CH:5]=[CH:4][C:3]=1[C:8]1[O:12][C:11](I)=[N:10][C:9]=1[C:14]([O:16][CH3:17])=[O:15].[CH3:18][C:19]1[C:20]([Sn](C)(C)C)=[CH:21][C:22]([NH:25][C:26](=[O:28])[CH3:27])=[N:23][CH:24]=1.[Cl-].[Li+]>O1CCOCC1.C1C=CC([P]([Pd]([P](C2C=CC=CC=2)(C2C=CC=CC=2)C2C=CC=CC=2)([P](C2C=CC=CC=2)(C2C=CC=CC=2)C2C=CC=CC=2)[P](C2C=CC=CC=2)(C2C=CC=CC=2)C2C=CC=CC=2)(C2C=CC=CC=2)C2C=CC=CC=2)=CC=1.[Cu]I>[C:26]([NH:25][C:22]1[CH:21]=[C:20]([C:11]2[O:12][C:8]([C:3]3[CH:4]=[CH:5][CH:6]=[CH:7][C:2]=3[Cl:1])=[C:9]([C:14]([O:16][CH3:17])=[O:15])[N:10]=2)[C:19]([CH3:18])=[CH:24][N:23]=1)(=[O:28])[CH3:27] |f:2.3,^1:44,46,65,84|. Reported procedure: A mixture of methyl 5-(2-chlorophenyl)-2-iodo-1,3-oxazole-4-carboxylate (3.0 g, 8.3 mmol), N-[5-methyl-4-(trimethylstannyl)pyridine-2-yl]acetamide (2.8 g, 9.1 mmol), tetrakis(triphenylphosphine)palladium(0) (0.48 g, 0.41 mmol), copper(I) iodide (0.47 g, 2.5 mmol) and lithium chloride (1.1 g, 24.8 mmol) in 1,4-dioxane (80 mL) was degassed with argon three times. The mixture was allowed to stir at 100° C. under an atmosphere of argon for 2 h and then filtered while hot. The reaction mixture was co... Starting materials: CO, Cc1ccc(S(=O)(=O)n2ccc3cc(C=O)ccc32)cc1, Cl, [K+], [OH-]. Yields the product O=Cc1ccc2[nH]ccc2c1. Reaction SMILES: [CH3:25][OH:26].[CH:1](=[O:2])[c:3]1[cH:4][c:5]2[cH:6][cH:7][n:8]([S:12]([c:13]3[cH:14][cH:15][c:16]([CH3:17])[cH:18][cH:19]3)(=[O:20])=[O:21])[c:9]2[cH:10][cH:11]1.[ClH:24].[K+:23].[OH-:22]>>[CH:1](=[O:2])[c:3]1[cH:4][c:5]2[cH:6][cH:7][nH:8][c:9]2[cH:10][cH:11]1. Starting materials: CN(Cc1cc(Br)n(S(=O)(=O)c2ccccc2)c1)C(=O)OC(C)(C)C, O=C([O-])O, COCCOC, [Na+], [Na+], [Na+], O=C([O-])[O-], OB(O)c1ccccc1, c1ccc(P(c2ccccc2)(c2ccccc2)[Pd](P(c2ccccc2)(c2ccccc2)c2ccccc2)(P(c2ccccc2)(c2ccccc2)c2ccccc2)P(c2ccccc2)(c2ccccc2)c2ccccc2)cc1. Yields the product CN(Cc1cc(-c2ccccc2)n(S(=O)(=O)c2ccccc2)c1)C(=O)OC(C)(C)C. As a reaction SMILES: [Br:1][c:2]1[cH:3][c:4]([CH2:16][N:17]([C:18]([O:19][C:20]([CH3:21])([CH3:22])[CH3:23])=[O:24])[CH3:25])[cH:5][n:6]1[S:7](=[O:8])(=[O:9])[c:10]1[cH:11][cH:12][cH:13][cH:14][cH:15]1.[C:41](=[O:42])([O-:43])[OH:44].[CH3:46][O:47][CH2:48][CH2:49][O:50][CH3:51].[Na+:35].[Na+:36].[Na+:45].[O-:37][C:38](=[O:39])[O-:40].[OH:26][B:27]([OH:28])[c:29]1[cH:30][cH:31][cH:32][cH:33][cH:34]1.[cH:52]1[cH:53][cH:54][c:55]([P:56]([Pd:57]([P:58]([c:59]2[cH:60][cH:61][cH:62][cH:63][cH:64]2)([c:65]2[cH:66][cH:67][cH:68][cH:69][cH:70]2)[c:71]2[cH:72][cH:73][cH:74][cH:75][cH:76]2)([P:77]([c:78]2[cH:79][cH:80][cH:81][cH:82][cH:83]2)([c:84]2[cH:85][cH:86][cH:87][cH:88][cH:89]2)[c:90]2[cH:91][cH:92][cH:93][cH:94][cH:95]2)[P:96]([c:97]2[cH:98][cH:99][cH:100][cH:101][cH:102]2)([c:103]2[cH:104][cH:105][cH:106][cH:107][cH:108]2)[c:109]2[cH:110][cH:111][cH:112][cH:113][cH:114]2)([c:115]2[cH:116][cH:117][cH:118][cH:119][cH:120]2)[c:121]2[cH:122][cH:123][cH:124][cH:125][cH:126]2)[cH:127][cH:128]1>>[c:2]1(-[c:29]2[cH:30][cH:31][cH:32][cH:33][cH:34]2)[cH:3][c:4]([CH2:16][N:17]([C:18]([O:19][C:20]([CH3:21])([CH3:22])[CH3:23])=[O:24])[CH3:25])[cH:5][n:6]1[S:7](=[O:8])(=[O:9])[c:10]1[cH:11][cH:12][cH:13][cH:14][cH:15]1.